Dataset: the Open Reaction Database (ORD), a public repository of structured organic reaction records. Task: describe an organic reaction: reactants, conditions, products, and yield The reactants are C(C(=O)Cl)(=O)Cl (oxalyl dichloride), ice, C(CC1=CC=CC=C1)N (phenethylamine), CC1(OCCO1)C(C(=O)O)C (2-(2-Methyl-[1,3]dioxolan-2-yl)-propionic acid). Solvent: ClCCl (dichloromethane), N1=CC=CC=C1 (pyridine), ClCCl (dichloromethane), ClCCl (dichloromethane). Run at time 5 minute. The product is CC1(OCCO1)C(C(=O)NCCC1=CC=CC=C1)C (2-(2-methyl-[1,3]dioxolan-2-yl)-N-phenethyl-propionamide). The yield is 68.7%. RXN SMILES: [CH3:1][C:2]1([CH:7]([CH3:11])[C:8]([OH:10])=O)[O:6][CH2:5][CH2:4][O:3]1.C(Cl)(=O)C(Cl)=O.[CH2:18]([NH2:26])[CH2:19][C:20]1[CH:25]=[CH:24][CH:23]=[CH:22][CH:21]=1>ClCCl.N1C=CC=CC=1>[CH3:1][C:2]1([CH:7]([CH3:11])[C:8]([NH:26][CH2:18][CH2:19][C:20]2[CH:25]=[CH:24][CH:23]=[CH:22][CH:21]=2)=[O:10])[O:3][CH2:4][CH2:5][O:6]1. Procedure details: 2-(2-Methyl-[1,3]dioxolan-2-yl)-propionic acid of Example 1b (1.60 g, 10 mmol) in dry dichloromethane (15 mL) was cooled to 0° C. under an argon atmosphere. A solution of oxalyl dichloride (2.92 g, 2.0 mL, 23.0 mmol) in dichloromethane (5 mL) was added dropwise. After 5 min at 0° C., the mixture was allowed to warm to room temperature. After stirring for 2 h at room temperature, the excess oxalyl dichloride was removed under reduced pressure to produce a yellow oil which was dissolved in dichlor... Reactants: OC1=CC=C(C=C1)CCC(=O)OC (methyl 3-(4-hydroxyphenyl)propanoate), C(C(C)C)C1=C(C(=CC=C1)C)C1=CC(=CC=C1)CO ((2′-isobutyl-6′-methylbiphenyl-3-yl)methanol). Product: C(C(C)C)C1=C(C(=CC=C1)C)C1=CC(=CC=C1)COC1=CC=C(C=C1)CCC(=O)O (3-[4-[(2′-isobutyl-6′-methylbiphenyl-3-yl)methoxy]phenyl]propanoic acid), oil. The yield is 58.0%. RXN SMILES: [OH:1][C:2]1[CH:7]=[CH:6][C:5]([CH2:8][CH2:9][C:10]([O:12]C)=[O:11])=[CH:4][CH:3]=1.[CH2:14]([C:18]1[CH:23]=[CH:22][CH:21]=[C:20]([CH3:24])[C:19]=1[C:25]1[CH:30]=[CH:29][CH:28]=[C:27]([CH2:31]O)[CH:26]=1)[CH:15]([CH3:17])[CH3:16]>>[CH2:14]([C:18]1[CH:23]=[CH:22][CH:21]=[C:20]([CH3:24])[C:19]=1[C:25]1[CH:30]=[CH:29][CH:28]=[C:27]([CH2:31][O:1][C:2]2[CH:3]=[CH:4][C:5]([CH2:8][CH2:9][C:10]([OH:12])=[O:11])=[CH:6][CH:7]=2)[CH:26]=1)[CH:15]([CH3:17])[CH3:16]. Procedure: The title compound was synthesized in the same manner as in Reference Example 230 from methyl 3-(4-hydroxyphenyl)propanoate and (2′-isobutyl-6′-methylbiphenyl-3-yl)methanol. colorless oil (yield 58%). MS (APCI−): 401 (M−H). Reactants: FC1=C(CNC=2C(=NNC2)C(=O)O)C(=CC=C1)F (4-(2,6-difluorobenzylamino)-1H-pyrazole-3-carboxylic acid), NC1=C(C(=O)OC)C=CC=C1N (methyl 2,3-diaminobenzoate), C(CCl)Cl (EDC), C=1C=CC2=C(C1)N=NN2O (HOBt). The solvent is CN(C)C=O (DMF). Reaction conditions: time 16 hour. The product is COC(=O)C1=CC=CC=2NC(=NC21)C2=NNC=C2NC(C2=C(C=CC=C2F)F)=O (2-[4-(2,6-difluoro-benzoylamino)-1H-pyrazol-3-yl]-1H-benzimidazole-4-carboxylic acid methyl ester). Isolated yield 40.7%. As a reaction SMILES: [F:1][C:2]1[CH:17]=[CH:16][CH:15]=[C:14]([F:18])[C:3]=1[CH2:4][NH:5][C:6]1[C:7]([C:11](O)=O)=[N:8][NH:9][CH:10]=1.[NH2:19][C:20]1[C:29]([NH2:30])=[CH:28][CH:27]=[CH:26][C:21]=1[C:22]([O:24][CH3:25])=[O:23].C(Cl)CCl.C1C=CC2N([OH:44])N=NC=2C=1>CN(C=O)C>[CH3:25][O:24][C:22]([C:21]1[C:20]2[N:19]=[C:11]([C:7]3[C:6]([NH:5][C:4](=[O:44])[C:3]4[C:2]([F:1])=[CH:17][CH:16]=[CH:15][C:14]=4[F:18])=[CH:10][NH:9][N:8]=3)[NH:30][C:29]=2[CH:28]=[CH:27][CH:26]=1)=[O:23]. Procedure: A mixture of 4-(2,6-difluorobenzylamino)-1H-pyrazole-3-carboxylic acid (690 mg, 2.6 mmol) Example 16D), methyl 2,3-diaminobenzoate (415 mg, 2.6 mmol), EDC (590 mg, 3.1 mmol) and HOBt (415 mg, 3.1 mmol) in DMF (10 ml) was stirred at ambient temperature for 16 h and then reduced in vacuo. The residue was partitioned between EtOAc and brine and the organic portion dried (MgSO4), filtered, reduced then crystallised from hot EtOH. The amide intermediate (480 mg) was dissolved in AcOH (10 ml) then hea... Reactants: CCOC(=O)C(Br)CC, CC(C)(C)[O-], CCOC(C)=O, Cc1ccccc1, [K+], O=C1CCC(c2ccccc2)CN1. Yields the product CCOC(=O)C(CC)N1CC(c2ccccc2)CCC1=O. Reaction SMILES: [Br:20][CH:21]([C:22](=[O:23])[O:24][CH2:25][CH3:26])[CH2:27][CH3:28].[CH3:1][C:2]([CH3:3])([O-:4])[CH3:5].[CH3:29][CH2:30][O:31][C:32](=[O:33])[CH3:34].[CH3:35][c:36]1[cH:37][cH:38][cH:39][cH:40][cH:41]1.[K+:6].[c:7]1([CH:13]2[CH2:14][CH2:15][C:16](=[O:19])[NH:17][CH2:18]2)[cH:8][cH:9][cH:10][cH:11][cH:12]1>>[c:7]1([CH:13]2[CH2:14][CH2:15][C:16](=[O:19])[N:17]([CH:21]([C:22](=[O:23])[O:24][CH2:25][CH3:26])[CH2:27][CH3:28])[CH2:18]2)[cH:8][cH:9][cH:10][cH:11][cH:12]1. Starting materials: [Li]CCCC, C1CCOC1, Cc1c(-c2nc(-c3c(F)cccc3Cl)nn2C)sc(Br)c1Br, O. Yields the product Cc1c(Br)csc1-c1nc(-c2c(F)cccc2Cl)nn1C. Reaction SMILES: [CH2:1]([Li:2])[CH2:3][CH2:4][CH3:5].[CH2:29]1[O:30][CH2:31][CH2:32][CH2:33]1.[Cl:6][c:7]1[c:8](-[c:14]2[n:15][n:16]([CH3:27])[c:17](-[c:19]3[s:20][c:21]([Br:26])[c:22]([Br:25])[c:23]3[CH3:24])[n:18]2)[c:9]([F:13])[cH:10][cH:11][cH:12]1.[OH2:28]>>[Cl:6][c:7]1[c:8](-[c:14]2[n:15][n:16]([CH3:27])[c:17](-[c:19]3[s:20][cH:21][c:22]([Br:25])[c:23]3[CH3:24])[n:18]2)[c:9]([F:13])[cH:10][cH:11][cH:12]1. The reactants are CN, CO, ClCCOc1cccnc1. Yields the product CNCCOc1cccnc1. Reaction SMILES: [CH3:11][NH2:12].[CH3:13][OH:14].[Cl:1][CH2:2][CH2:3][O:4][c:5]1[cH:6][n:7][cH:8][cH:9][cH:10]1>>[CH2:2]([CH2:3][O:4][c:5]1[cH:6][n:7][cH:8][cH:9][cH:10]1)[NH:12][CH3:11]. Procedure: To a solution of 4-bromomethyl-3-fluoro-3′-methoxy-biphenyl (0.45 g, 1.5 mmol) in dimethyl sulfoxide (10 mL) was added sodium bicarbonate (1.79 g, 21.3 mmol) and the resulting mixture was then stirred at 100° C. for 2 h. After the reaction was completed, it was cooled to room temperature and quenched with brine solution. The mixture was extracted with diethylether (50 mL×2) and the combined ether layers were washed with water, dried over anhydrous sodium sulphate and concentrated. The resulting ... The reactants are BrCC1=C(C=C(C=C1)C1=CC(=CC=C1)OC)F (4-bromomethyl-3-fluoro-3′-methoxy-biphenyl), C([O-])(O)=O.[Na+] (sodium bicarbonate). Product: FC=1C=C(C=CC1C=O)C1=CC(=CC=C1)OC (3-Fluoro-3′-methoxy-biphenyl-4-carbaldehyde). As a reaction SMILES: Br[CH2:2][C:3]1[CH:8]=[CH:7][C:6]([C:9]2[CH:14]=[CH:13][CH:12]=[C:11]([O:15][CH3:16])[CH:10]=2)=[CH:5][C:4]=1[F:17].C(=O)(O)[O-:19].[Na+]>CS(C)=O>[F:17][C:4]1[CH:5]=[C:6]([C:9]2[CH:14]=[CH:13][CH:12]=[C:11]([O:15][CH3:16])[CH:10]=2)[CH:7]=[CH:8][C:3]=1[CH:2]=[O:19] |f:1.2|. The solvent is CS(=O)C (dimethyl sulfoxide). Conditions: temperature 100 celsius, time 2 hour.